This data is from the Open Reaction Database (ORD), a public repository of structured organic reaction records. The task is: describe an organic reaction: reactants, conditions, products, and yield Starting materials: BrC1=[N+](C(=CC(=C1)[N+](=O)[O-])Br)[O-] (2,6-dibromo-4-nitro pyridine 1-oxide), O (water). Reagents/catalysts: [Fe] (iron). The solvent is C(C)(=O)O (acetic acid). Run at time 45 minute. Yields the product BrC1=NC(=CC(=C1)N)Br (2,6-dibromo pyridin-4-ylamine). Yield: 90.7%. As a reaction SMILES: [Br:1][C:2]1[CH:7]=[C:6]([N+:8]([O-])=O)[CH:5]=[C:4]([Br:11])[N+:3]=1[O-].O>C(O)(=O)C.[Fe]>[Br:1][C:2]1[CH:7]=[C:6]([NH2:8])[CH:5]=[C:4]([Br:11])[N:3]=1. Procedure details: 2,6-dibromo-4-nitro pyridine 1-oxide (14.5 g, 48.6 mmol) was taken up in 130 mL of acetic acid and iron powder (11 g, 196.9 mmol) was added in portionwise and the mixture was stirred at room temperature for 45 minutes. 500 mL of water was added and the product was extracted with EtOAc (500 mL). The organic layer was washed with 300 mL of water then with 300 mL of a sat K2CO3 sol and then with 300 mL of brine. The organic layer was dried over magnesium sulfate and the solvent was removed in vacuo... As a reaction SMILES: [C:17]([CH2:18][CH2:19][CH2:20][CH3:21])(=[O:22])[Cl:23].[CH3:24][c:25]1[nH:26][cH:27][cH:28][n:29]1.[Cl:1][c:2]1[cH:3][cH:4][c:5]([CH2:6][NH:7][CH:8]([CH:9]([CH3:10])[CH3:11])[C:12](=[O:13])[OH:14])[cH:15][cH:16]1>>[Cl:1][c:2]1[cH:3][cH:4][c:5]([CH2:6][N:7]([CH:8]([CH:9]([CH3:10])[CH3:11])[C:12](=[O:13])[OH:14])[C:17]([CH2:18][CH2:19][CH2:20][CH3:21])=[O:22])[cH:15][cH:16]1. The product is CCCCC(=O)N(Cc1ccc(Cl)cc1)C(C(=O)O)C(C)C. Starting materials: CCCCC(=O)Cl, Cc1ncc[nH]1, CC(C)C(NCc1ccc(Cl)cc1)C(=O)O.